From a dataset of the Open Reaction Database (ORD), a public repository of structured organic reaction records. describe an organic reaction: reactants, conditions, products, and yield Reactants: aqueous solution, Cl (HCl), C(C)(C)(C)C1=NC=CC(=C1)C1=C(N=C(S1)NC(C)=O)C (N-[5-(2-tert-butyl-pyridin-4-yl)-4-methyl-thiazol-2-yl]-acetamide). Run in CCO (EtOH). The product is C(C)(C)(C)C1=NC=CC(=C1)C1=C(N=C(S1)N)C (5-(2-tert-Butyl-pyridin-4-yl)-4-methyl-thiazol-2-ylamine). Isolated yield 69.9%. As a reaction SMILES: [C:1]([C:5]1[CH:10]=[C:9]([C:11]2[S:15][C:14]([NH:16]C(=O)C)=[N:13][C:12]=2[CH3:20])[CH:8]=[CH:7][N:6]=1)([CH3:4])([CH3:3])[CH3:2].Cl>CCO>[C:1]([C:5]1[CH:10]=[C:9]([C:11]2[S:15][C:14]([NH2:16])=[N:13][C:12]=2[CH3:20])[CH:8]=[CH:7][N:6]=1)([CH3:4])([CH3:3])[CH3:2]. Reported procedure: A mixture of N-[5-(2-tert-butyl-pyridin-4-yl)-4-methyl-thiazol-2-yl]-acetamide (Step 1.3) (2 g, 7 mmol), a 6N aqueous solution of HCl (10 mL) and EtOH (50 mL) is stirred for 2 h at 85° C., allowed to cool, quenched by addition of a saturated solution of NaHCO3 and extracted with DCM/MeOH (9:1, v/v). The organic phase is washed with a saturated solution of NaHCO3, dried (Na2SO4), filtered and concentrated. The residue is purified by silica gel column chromatography (DCM/MeOH, 1:0→96:4) to afford ... Reactants: C(C)(C)(C)OC(=O)N1CCN(CC1)CCN (4-(2-amino-ethyl)-piperazine-1-carboxylic acid tert-butyl ester), ClC1=C(C(=CC=C1)Cl)CS(=O)(=O)C=1C=C2/C(/C(NC2=CC1)=O)=C/C1=C(C(=C(N1)C)CC(=O)O)C ({5-[5-(2,6-dichloro-phenylmethanesulfonyl)-2-oxo-1,2-dihydro-indol-(3Z)-ylidenemethyl]-2,4-dimethyl-1H-pyrrol-3-yl}-acetic acid), C=1C=CC2=C(C1)N=NN2O (HOBt), CCN=C=NCCCN(C)C.Cl (EDAC.HCl), TEA. Run in CN(C)C=O (DMF). Conditions: time 30 minute. Product: C(C)(C)(C)OC(=O)N1CCN(CC1)CCNC(CC1=C(NC(=C1C)\C=C\1/C(NC2=CC=C(C=C12)S(=O)(=O)CC1=C(C=CC=C1Cl)Cl)=O)C)=O (4-[2-(2-{5-[5-(2,6-dichloro-phenylmethanesulfonyl)-2-oxo-1,2-dihydro-indol-(3Z)-ylidenemethyl]-2,4-dimethyl-1H-pyrrol-3-yl}-acetylamino)-ethyl]-piperazine-1-carboxylic acid tert-butyl ester). Reaction SMILES: [Cl:1][C:2]1[CH:7]=[CH:6][CH:5]=[C:4]([Cl:8])[C:3]=1[CH2:9][S:10]([C:13]1[CH:14]=[C:15]2[C:19](=[CH:20][CH:21]=1)[NH:18][C:17](=[O:22])/[C:16]/2=[CH:23]\[C:24]1[NH:28][C:27]([CH3:29])=[C:26]([CH2:30][C:31](O)=[O:32])[C:25]=1[CH3:34])(=[O:12])=[O:11].C1C=CC2N(O)N=NC=2C=1.CCN=C=NCCCN(C)C.Cl.[C:57]([O:61][C:62]([N:64]1[CH2:69][CH2:68][N:67]([CH2:70][CH2:71][NH2:72])[CH2:66][CH2:65]1)=[O:63])([CH3:60])([CH3:59])[CH3:58]>CN(C=O)C>[C:57]([O:61][C:62]([N:64]1[CH2:65][CH2:66][N:67]([CH2:70][CH2:71][NH:72][C:31](=[O:32])[CH2:30][C:26]2[C:25]([CH3:34])=[C:24](/[CH:23]=[C:16]3\[C:17](=[O:22])[NH:18][C:19]4[C:15]\3=[CH:14][C:13]([S:10]([CH2:9][C:3]3[C:2]([Cl:1])=[CH:7][CH:6]=[CH:5][C:4]=3[Cl:8])(=[O:12])=[O:11])=[CH:21][CH:20]=4)[NH:28][C:27]=2[CH3:29])[CH2:68][CH2:69]1)=[O:63])([CH3:60])([CH3:59])[CH3:58] |f:2.3|. Procedure details: To a solution of {5-[5-(2,6-dichloro-phenylmethanesulfonyl)-2-oxo-1,2-dihydro-indol-(3Z)-ylidenemethyl]-2,4-dimethyl-1H-pyrrol-3-yl}-acetic acid (519 mg, 1 mmol) in DMF (5 mL) was added HOBt (202 mg, 1.3 eq.), EDAC.HCl (288 mg, 1.5 eq.) and TEA (302 mg, 3 eq.). After stirring at rt for 30 mins, to the mixture was added 4-(2-amino-ethyl)-piperazine-1-carboxylic acid tert-butyl ester (298 mg, 1.3 eq.). After stirring at 40° C. for 24 hours, the reaction was concentrated and the residue was purifie... Starting materials: [Br-].C1(CC1)[Zn+] (cyclopropylzinc bromide), [Br-].C1(CC1)[Zn+] (cyclopropylzinc bromide), BrC1=C(N=C2N1C=C(C=C2)F)NC(C(F)(F)F)=O (N-(3-Bromo-6-fluoro-imidazo[1,2-a]pyridin-2-yl)-2,2,2-trifluoro-acetamide), BrC1=C(N=C2N1C=C(C=C2)F)NC(C(F)(F)F)=O (N-(3-Bromo-6-fluoro-imidazo[1,2-a]pyridin-2-yl)-2,2,2-trifluoro-acetamide). Reagents/catalysts: C=1C=CC(=CC1)[P](C=2C=CC=CC2)(C=3C=CC=CC3)[Pd]([P](C=4C=CC=CC4)(C=5C=CC=CC5)C=6C=CC=CC6)([P](C=7C=CC=CC7)(C=8C=CC=CC8)C=9C=CC=CC9)[P](C=1C=CC=CC1)(C=1C=CC=CC1)C=1C=CC=CC1 (tetrakis(triphenylphosphine)palladium(0)), C=1C=CC(=CC1)[P](C=2C=CC=CC2)(C=3C=CC=CC3)[Pd]([P](C=4C=CC=CC4)(C=5C=CC=CC5)C=6C=CC=CC6)([P](C=7C=CC=CC7)(C=8C=CC=CC8)C=9C=CC=CC9)[P](C=1C=CC=CC1)(C=1C=CC=CC1)C=1C=CC=CC1 (Tetrakis(triphenylphosphine)palladium(0)). The solvent is O1CCCC1 (tetrahydrofuran), O1CCCC1 (tetrahydrofuran), O1CCCC1 (tetrahydrofuran). Yields the product C1(CC1)C1=C(N=C2N1C=C(C=C2)F)NC(C(F)(F)F)=O (N-(3-cyclopropyl-6-fluoro-imidazo[1,2-a]pyridin-2-yl)-2,2,2-trifluoro-acetamide). Reaction SMILES: [Br-].[CH:2]1([Zn+])[CH2:4][CH2:3]1.Br[C:7]1[N:11]2[CH:12]=[C:13]([F:16])[CH:14]=[CH:15][C:10]2=[N:9][C:8]=1[NH:17][C:18](=[O:23])[C:19]([F:22])([F:21])[F:20]>O1CCCC1.C1C=CC([P]([Pd]([P](C2C=CC=CC=2)(C2C=CC=CC=2)C2C=CC=CC=2)([P](C2C=CC=CC=2)(C2C=CC=CC=2)C2C=CC=CC=2)[P](C2C=CC=CC=2)(C2C=CC=CC=2)C2C=CC=CC=2)(C2C=CC=CC=2)C2C=CC=CC=2)=CC=1>[CH:2]1([C:7]2[N:11]3[CH:12]=[C:13]([F:16])[CH:14]=[CH:15][C:10]3=[N:9][C:8]=2[NH:17][C:18](=[O:23])[C:19]([F:22])([F:21])[F:20])[CH2:4][CH2:3]1 |f:0.1,^1:32,34,53,72|. Procedure: Tetrakis(triphenylphosphine)palladium(0) (0.0797 g, 0.000069 mol) was added to a solution of 0.50 M of cyclopropylzinc bromide in tetrahydrofuran (4.1 mL) and N-(3-bromo-6-fluoro-imidazo[1,2-a]pyridin-2-yl)-2,2,2-trifluoro-acetamide (compound d, 0.225 g, 0.000690 mol) in tetrahydrofuran (20.0 mL) and the reaction was heated to reflux for 3 hours. An additional 0.50 M of cyclopropylzinc bromide (4.1 mL) in tetrahydrofuran and tetrakis(triphenylphosphine)palladium(0)(0.080 g) was added and the mix... The reactants are CCCCN1C(=O)COc2c(I)cc(C(=O)OC)cc21, B1C2CCCC1CCC2, NCCO, C1CCOC1. Product: CCCCN1CCOc2c(I)cc(C(=O)OC)cc21. RXN SMILES: [CH2:1]([CH2:2][CH2:3][CH3:4])[N:5]1[C:6](=[O:20])[CH2:7][O:8][c:9]2[c:10]1[cH:11][c:12]([C:16](=[O:17])[O:18][CH3:19])[cH:13][c:14]2[I:15].[CH:21]12[CH2:22][CH2:23][CH2:24][CH:25]([BH:26]1)[CH2:27][CH2:28][CH2:29]2.[NH2:30][CH2:31][CH2:32][OH:33].[O:34]1[CH2:35][CH2:36][CH2:37][CH2:38]1>>[CH2:1]([CH2:2][CH2:3][CH3:4])[N:5]1[CH2:6][CH2:7][O:8][c:9]2[c:10]1[cH:11][c:12]([C:16](=[O:17])[O:18][CH3:19])[cH:13][c:14]2[I:15]. Starting materials: FC1=CC=C(CN2C(C=CCC2)=O)C=C1 (1-(4-fluorobenzyl)-5,6-dihydropyridin-2(1H)-one), [N+](=O)([O-])CCC (1-nitropropane), C1CCC2=NCCCN2CC1 (DBU). Conditions: time 24 hour. Product: FC1=CC=C(CN2C(CC(CC2)C(CC)[N+](=O)[O-])=O)C=C1 (1-(4-Fluorobenzyl)-4-(1-nitropropyl)piperidin-2-one). RXN SMILES: [F:1][C:2]1[CH:15]=[CH:14][C:5]([CH2:6][N:7]2[CH2:12][CH2:11][CH:10]=[CH:9][C:8]2=[O:13])=[CH:4][CH:3]=1.[N+:16]([CH2:19][CH2:20][CH3:21])([O-:18])=[O:17].C1CCN2C(=NCCC2)CC1>>[F:1][C:2]1[CH:3]=[CH:4][C:5]([CH2:6][N:7]2[CH2:12][CH2:11][CH:10]([CH:19]([N+:16]([O-:18])=[O:17])[CH2:20][CH3:21])[CH2:9][C:8]2=[O:13])=[CH:14][CH:15]=1. Reported procedure: To a solution 1-(4-fluorobenzyl)-5,6-dihydropyridin-2(1H)-one (2.0 g, 10 mmol) in 1-nitropropane (8.68 g, 97.5 mmol) was added DBU (1.48 g, 9.75 mmol). After stirring for 24 hours, the reaction mixture was concentrated under vacuum. The residual material was purified by silica gel column chromatography eluting with 1% methanol in CH2Cl2. The appropriate fractions were combined and concentrated to afford the title compound as mixture of diastereomers. The diastereomers co-eluted with a retention ... As a reaction SMILES: [CH3:37][CH2:38][O:39][C:40](=[O:41])[CH3:42].[CH:33]([O-:34])=[O:35].[F:1][c:2]1[c:3]([NH:23][c:24]2[c:25]([F:31])[cH:26][c:27]([I:30])[cH:28][cH:29]2)[c:4]([C:9](=[O:10])[N:11]2[CH2:12][C:13]([OH:15])([CH:16]([CH:17]([CH3:18])[CH3:19])[N+:20]([O-:21])=[O:22])[CH2:14]2)[cH:5][cH:6][c:7]1[F:8].[Fe:43].[NH4+:36].[OH2:32]>>[F:1][c:2]1[c:3]([NH:23][c:24]2[c:25]([F:31])[cH:26][c:27]([I:30])[cH:28][cH:29]2)[c:4]([C:9](=[O:10])[N:11]2[CH2:12][C:13]([OH:15])([CH:16]([CH:17]([CH3:18])[CH3:19])[NH2:20])[CH2:14]2)[cH:5][cH:6][c:7]1[F:8]. Reactants: CCOC(C)=O, O=C[O-], CC(C)C([N+](=O)[O-])C1(O)CN(C(=O)c2ccc(F)c(F)c2Nc2ccc(I)cc2F)C1, [Fe], [NH4+], O. Product: CC(C)C(N)C1(O)CN(C(=O)c2ccc(F)c(F)c2Nc2ccc(I)cc2F)C1. Starting materials: BrC=1C=C(C=C(C1)OC1=C(C=C(C=C1)S(=O)(=O)CC)Cl)CC(=O)O ({3-bromo-5-[2-chloro-4-(ethylsulfonyl)phenoxy]phenyl}acetic acid), [Br-].N1=C(C=CC=C1)[Zn+] (2-pyridyl zinc bromide). The reagents and catalysts are [Pd+2].C1(=CC=CC=C1)P(C1=CC=CC=C1)[C-]1C=CC=C1.[C-]1(C=CC=C1)P(C1=CC=CC=C1)C1=CC=CC=C1.[Fe+2] (bisdiphenylphosphinoferrocene palladium (II)). Run in O (water), O1CCOCC1 (dioxane). Yields the product ClC1=C(OC=2C=C(C=C(C2)C2=NC=CC=C2)CC(=O)O)C=CC(=C1)S(=O)(=O)CC ({3-[2-chloro-4-(ethylsulfonyl)phenoxy]-5-pyridin-2-ylphenyl}acetic acid). RXN SMILES: Br[C:2]1[CH:3]=[C:4]([CH2:21][C:22]([OH:24])=[O:23])[CH:5]=[C:6]([O:8][C:9]2[CH:14]=[CH:13][C:12]([S:15]([CH2:18][CH3:19])(=[O:17])=[O:16])=[CH:11][C:10]=2[Cl:20])[CH:7]=1.[Br-].[N:26]1[CH:31]=[CH:30][CH:29]=[CH:28][C:27]=1[Zn+]>O1CCOCC1.O.[Pd+2].C1(P([C-]2C=CC=C2)C2C=CC=CC=2)C=CC=CC=1.[C-]1(P(C2C=CC=CC=2)C2C=CC=CC=2)C=CC=C1.[Fe+2]>[Cl:20][C:10]1[CH:11]=[C:12]([S:15]([CH2:18][CH3:19])(=[O:17])=[O:16])[CH:13]=[CH:14][C:9]=1[O:8][C:6]1[CH:5]=[C:4]([CH2:21][C:22]([OH:24])=[O:23])[CH:3]=[C:2]([C:27]2[CH:28]=[CH:29][CH:30]=[CH:31][N:26]=2)[CH:7]=1 |f:1.2,5.6.7.8|. Procedure: The product from example 55 step (vi) (0.45 g), 2-pyridyl zinc bromide (0.89 ml) and bisdiphenylphosphinoferrocene palladium (II) (0.04 g) in dry dioxane (20 ml) were heated to 90° C. for 20 h. Mixture diluted with water, extracted with DCM, dried (MgSO4) and evaporated under reduced pressure to an oil, which was purified by RPHPLC to give a white solid (3 mg). Reactants: [Si](C)(C)(C(C)(C)C)OCC1(CC=2N(CCS1)C(=NN2)C2(CC2)C2=CC=C(C=C2)C=2C=NC=CC2OC)C (8-({[Tert-butyl(dimethyl)silyl]oxy}methyl)-3-{1-[4-(4-methoxypyridin-3-yl)phenyl]cyclopropyl}-8-methyl-5,6,8,9-tetrahydro[1,2,4]triazolo[4,3-d][1,4]thiazepine), Cl (hydrochloric acid). Run in CO (methanol). Yields the product COC1=C(C=NC=C1)C1=CC=C(C=C1)C1(CC1)C1=NN=C2N1CCSC(C2)(C)CO ((3-{1-[4-(4-Methoxypyridin-3-yl)phenyl]cyclopropyl}-8-methyl-5,6,8,9-tetrahydro[1,2,4]triazolo[4,3-d][1,4]thiazepin-8-yl)methanol). Yield: 75.5%. Reaction SMILES: [Si]([O:8][CH2:9][C:10]1([CH3:37])[S:16][CH2:15][CH2:14][N:13]2[C:17]([C:20]3([C:23]4[CH:28]=[CH:27][C:26]([C:29]5[CH:30]=[N:31][CH:32]=[CH:33][C:34]=5[O:35][CH3:36])=[CH:25][CH:24]=4)[CH2:22][CH2:21]3)=[N:18][N:19]=[C:12]2[CH2:11]1)(C(C)(C)C)(C)C.Cl>CO>[CH3:36][O:35][C:34]1[CH:33]=[CH:32][N:31]=[CH:30][C:29]=1[C:26]1[CH:25]=[CH:24][C:23]([C:20]2([C:17]3[N:13]4[CH2:14][CH2:15][S:16][C:10]([CH2:9][OH:8])([CH3:37])[CH2:11][C:12]4=[N:19][N:18]=3)[CH2:22][CH2:21]2)=[CH:28][CH:27]=1. Reported procedure: A solution of the compound (337 mg, 0.63 mmol) obtained in Example 57-1) and 4 M hydrochloric acid (1,4-dioxane solution, 1 mL) in methanol (4 mL) was stirred at room temperature for 15 h. The reaction mixture was concentrated under reduced pressure, saturated aqueous sodium hydrogencarbonate was added to the residue, the mixture was extracted with dichloromethane, and the organic layer was washed with saturated sodium chloride solution and dried with anhydrous sodium sulfate. After filtration, ... Starting materials: FC1=C(C=O)C=C(C=C1)N1C(N(CC1)C=1C=NC=CC1C)=O (2-Fluoro-5-[3-(4-methyl-pyridin-3-yl)-2-oxo-imidazolidin-1-yl]-benzaldehyde), Cl.NO (hydroxylamine hydrochloride), N1=CC=CC=C1 (pyridine), CO (MeOH). Solvent: C(Cl)(Cl)Cl (CHCl3). Reaction conditions: time 18 hour. The product is FC1=C(C=NO)C=C(C=C1)N1C(N(CC1)C=1C=NC=CC1C)=O (2-Fluoro-5-[3-(4-methyl-pyridin-3-yl)-2-oxo-imidazolidin-1-yl]-benzaldehyde oxime). The yield is 70.3%. Reaction SMILES: [F:1][C:2]1[CH:9]=[CH:8][C:7]([N:10]2[CH2:14][CH2:13][N:12]([C:15]3[CH:16]=[N:17][CH:18]=[CH:19][C:20]=3[CH3:21])[C:11]2=[O:22])=[CH:6][C:3]=1[CH:4]=O.Cl.[NH2:24][OH:25].N1C=CC=CC=1.CO>C(Cl)(Cl)Cl>[F:1][C:2]1[CH:9]=[CH:8][C:7]([N:10]2[CH2:14][CH2:13][N:12]([C:15]3[CH:16]=[N:17][CH:18]=[CH:19][C:20]=3[CH3:21])[C:11]2=[O:22])=[CH:6][C:3]=1[CH:4]=[N:24][OH:25] |f:1.2|. Procedure: 2-Fluoro-5-[3-(4-methyl-pyridin-3-yl)-2-oxo-imidazolidin-1-yl]-benzaldehyde (I-113a: 230 mg, 0.769 mmol), hydroxylamine hydrochloride (160 mg, 2.307 mmol) and pyridine (5 mL) were taken in a reaction flask and the flask was stirred at room temperature for 18 hours under nitrogen atmosphere. The reaction was monitored by TLC (10% MeOH in CHCl3). The reaction mixture was partitioned between ice water and ethylacetate. The organic layer was dried over Na2SO4 and concentrated. The concentrate was wa...